Task: describe an organic reaction: reactants, conditions, products, and yield. Dataset: the Open Reaction Database (ORD), a public repository of structured organic reaction records Reactants: N (NH3), C(=O)C(C(=O)OC)C1=C(C=CC=C1)OCCCC (methyl α formyl-(2-butoxyphenyl)acetate), C([O-])([O-])=O.[K+].[K+] (potassium carbonate), S(=O)(=O)(OC)OC (dimethyl sulfate), solvent. The solvent is O (H2O), CC(=O)C (acetone). Conditions: time 2 hour. The product is C(CCC)OC1=C(C=CC=C1)C(C(=O)OC)=COC (Methyl α-(2-n-butoxyphenyl)-3-methoxyacrylate). Yield: 82.4%. As a reaction SMILES: [CH:1]([CH:3]([C:8]1[CH:13]=[CH:12][CH:11]=[CH:10][C:9]=1[O:14][CH2:15][CH2:16][CH2:17][CH3:18])[C:4]([O:6][CH3:7])=[O:5])=[O:2].[C:19](=O)([O-])[O-].[K+].[K+].S(OC)(OC)(=O)=O.N>CC(C)=O.O>[CH2:15]([O:14][C:9]1[CH:10]=[CH:11][CH:12]=[CH:13][C:8]=1[C:3](=[CH:1][O:2][CH3:19])[C:4]([O:6][CH3:7])=[O:5])[CH2:16][CH2:17][CH3:18] |f:1.2.3|. Procedure details: 10 g of methyl α formyl-(2-butoxyphenyl)acetate are dissolved in 100 ml of acetone. 15 g of potassium carbonate are added, followed gradually with stirring by an equimolar amount of dimethyl sulfate. After 12 hours of refluxing, 50 ml of H2O are added, followed carefully by 30 ml of concentrated NH3 solution. After 2 hours of stirring, about 100 ml of solvent are drawn off, poured onto ice and extracted with dichloromethane. Drying of the organic phase leaves 8.7 g of oil. Reactants: C1(CCCCC1)CCN(C(OC(C)(C)C)=O)C1=NC(=CC=C1)CO\N=C(\C1=CC=CC=C1)/C1=NOC(N1C)=O (tert-butyl (2-cyclohexylethyl){6-[({[(Z)-(4-methyl-5-oxo-4,5-dihydro-1,2,4-oxadiazol-3-yl)(phenyl)methylene]amino}oxy)methyl]pyridin-2-yl}carbamate), FC(C(=O)O)(F)F (trifluoroacetic acid). The solvent is ClCCl (dichloromethane). Product: C1(CCCCC1)CCNC1=CC=CC(=N1)CO\N=C(/C1=NOC(N1C)=O)\C1=CC=CC=C1 (3-[(Z)-[({6-[(2-cyclohexylethyl)amino]pyridin-2-yl}methoxy)imino](phenyl)methyl]-4-methyl-1,2,4-oxadiazol-5(4H)-one). The yield is 63.8%. As a reaction SMILES: [CH:1]1([CH2:7][CH2:8][N:9]([C:17]2[CH:22]=[CH:21][CH:20]=[C:19]([CH2:23][O:24]/[N:25]=[C:26](\[C:33]3[N:37]([CH3:38])[C:36](=[O:39])[O:35][N:34]=3)/[C:27]3[CH:32]=[CH:31][CH:30]=[CH:29][CH:28]=3)[N:18]=2)C(=O)OC(C)(C)C)[CH2:6][CH2:5][CH2:4][CH2:3][CH2:2]1.FC(F)(F)C(O)=O>ClCCl>[CH:1]1([CH2:7][CH2:8][NH:9][C:17]2[N:18]=[C:19]([CH2:23][O:24]/[N:25]=[C:26](/[C:27]3[CH:28]=[CH:29][CH:30]=[CH:31][CH:32]=3)\[C:33]3[N:37]([CH3:38])[C:36](=[O:39])[O:35][N:34]=3)[CH:20]=[CH:21][CH:22]=2)[CH2:6][CH2:5][CH2:4][CH2:3][CH2:2]1. Procedure details: A solution of tert-butyl (2-cyclohexylethyl){6-[({[(Z)-(4-methyl-5-oxo-4,5-dihydro-1,2,4-oxadiazol-3-yl)(phenyl)methylene]amino}oxy)methyl]pyridin-2-yl}carbamate (100 mg, 0.187 mmol, 1 eq.) in dichloromethane (5 ml) was treated with trifluoroacetic acid (0.144 mL, 1.867 mmol, 10 eq.) and refluxed overnight. The reaction was quenched by addition of NaHCO3 sat. aq. and extracted with EtOAc (3×20 ml). The organics were combined, washed with aq. sat. NaCl, dried over MgSO4 and concentrated. After co... Starting materials: O.NN (hydrazine hydrate), O=C1N(C(C2=CC=CC=C12)=O)CCCOC1=CC=C(C=C1)NS(=O)(=O)C (N-[4-[3-(1,3-dihydro-1,3-dioxo-2H-isoindol-2-yl)propoxy]phenyl]methanesulfonamide), Cl (HCl). Solvent: C(C)O (ethanol). Reaction conditions: time 1 hour. Yields the product CS(=O)(=O)NC1=CC=C(OCCCN)C=C1 (3-[4-(Methanesulfonylamino)phenoxy]propaneamine). Reaction SMILES: O=C1C2C(=CC=CC=2)C(=O)[N:3]1[CH2:12][CH2:13][CH2:14][O:15][C:16]1[CH:21]=[CH:20][C:19]([NH:22][S:23]([CH3:26])(=[O:25])=[O:24])=[CH:18][CH:17]=1.O.NN.Cl>C(O)C>[CH3:26][S:23]([NH:22][C:19]1[CH:20]=[CH:21][C:16]([O:15][CH2:14][CH2:13][CH2:12][NH2:3])=[CH:17][CH:18]=1)(=[O:25])=[O:24] |f:1.2|. Procedure details: A suspension of 5.5 g of N-[4-[3-(1,3-dihydro-1,3-dioxo-2H-isoindol-2-yl)propoxy]phenyl]methanesulfonamide in 200 ml of ethanol is treated with 1.5 ml of hydrazine hydrate and the mixture stirred and refluxed for 6 hours. A precipitate forms in 1 hour. After 6 hours, 5 ml of HCl is added and the mixture refluxed for 1 hour and allowed to stand at room temperature for 18 hours. The precipitate is collected, stirred with 50 ml of hot water and the insolubles washed with 50 ml of water. The combine... Starting materials: C(C)OC(=O)C(C(=O)N1[C@H](C(=O)O)CCC1)C (1-(2-Ethoxycarbonylpropanoyl)-L-proline), N (ammonia), amide. Product: C(N)(=O)C(C(=O)N1[C@H](C(=O)O)CCC1)C (1-(2-carbamoylpropanoyl)-L-proline). As a reaction SMILES: C([O:3][C:4]([CH:6]([CH3:17])[C:7]([N:9]1[CH2:16][CH2:15][CH2:14][C@H:10]1[C:11]([OH:13])=[O:12])=[O:8])=O)C.[NH3:18]>>[C:4]([CH:6]([CH3:17])[C:7]([N:9]1[CH2:16][CH2:15][CH2:14][C@H:10]1[C:11]([OH:13])=[O:12])=[O:8])(=[O:3])[NH2:18]. Reported procedure: 1-(2-Ethoxycarbonylpropanoyl)-L-proline (2 g.) is dissolved in 10% methanolic ammonia and the mixture stored at room temperature in a pressure flask. When thin layer chromatographic analysis indicates that all the starting material has been converted to the amide, the mixture is concentrated to dryness, and the residual ammonium salt is converted to the free acid with ion exchange resin (Dowex 50 hydrogen form) to obtain 1-(2-carbamoylpropanoyl)-L-proline, yield 1.1 g.